From a dataset of the Open Reaction Database (ORD), a public repository of structured organic reaction records. describe an organic reaction: reactants, conditions, products, and yield Starting materials: COC(=O)C1CC(S(=O)(=O)c2ccccc2Cl)CN1C(=O)CC(C)=O, COc1ccc(P2(=S)SP(=S)(c3ccc(OC)cc3)S2)cc1. The product is COC(=O)C1CC(S(=O)(=O)c2ccccc2Cl)CN1C(=S)CC(C)=O. Reaction SMILES: [CH3:1][O:2][C:3](=[O:4])[CH:5]1[N:6]([C:20]([CH2:21][C:22]([CH3:23])=[O:24])=[O:25])[CH2:7][CH:8]([S:10](=[O:11])(=[O:12])[c:13]2[c:14]([Cl:19])[cH:15][cH:16][cH:17][cH:18]2)[CH2:9]1.[CH3:26][O:27][c:28]1[cH:29][cH:30][c:31]([P:32]2(=[S:35])[S:33][P:34]([c:36]3[cH:37][cH:38][c:39]([O:40][CH3:41])[cH:42][cH:43]3)(=[S:44])[S:45]2)[cH:46][cH:47]1>>[CH3:1][O:2][C:3](=[O:4])[CH:5]1[N:6]([C:20]([CH2:21][C:22]([CH3:23])=[O:24])=[S:35])[CH2:7][CH:8]([S:10](=[O:11])(=[O:12])[c:13]2[c:14]([Cl:19])[cH:15][cH:16][cH:17][cH:18]2)[CH2:9]1. Starting materials: FC(OC1=CC=C(C=C1)C1(C(C1)(Cl)Cl)C(=O)Cl)(F)F ((±)-1-(4-trifluoromethoxyphenyl)-2,2-dichlorocyclopropane-1-carboxylic acid chloride), O(C1=CC=CC=C1)C=1C=C(C=O)C=CC1F (3-phenoxy-4-fluoro-benzaldehyde), [C-]#N.[Na+] (sodium cyanide), O (water). Reagents/catalysts: [Br-].C(CCC)[N+](CCCC)(CCCC)CCCC (tetrabutylammonium bromide). Solvent: C1(=CC=CC=C1)C (toluene), CCCCCC (n-hexane). Product: O(C1=CC=CC=C1)C=1C=C(C(C#N)OC(=O)C2(C(C2)(Cl)Cl)C2=CC=C(C=C2)OC(F)(F)F)C=CC1F ((±)-1-(4-trifluoromethoxy-phenyl)-2,2-dichlorocyclopropane-1-carboxylic acid 3-phenoxy-4-fluoro-(±)-α-cyano-benzyl ester). Yield: 76.2%. As a reaction SMILES: [F:1][C:2]([F:19])([F:18])[O:3][C:4]1[CH:9]=[CH:8][C:7]([C:10]2([C:15](Cl)=[O:16])[CH2:12][C:11]2([Cl:14])[Cl:13])=[CH:6][CH:5]=1.[O:20]([C:27]1[CH:28]=[C:29]([CH:32]=[CH:33][C:34]=1[F:35])[CH:30]=[O:31])[C:21]1[CH:26]=[CH:25][CH:24]=[CH:23][CH:22]=1.[C-:36]#[N:37].[Na+].O>[Br-].C([N+](CCCC)(CCCC)CCCC)CCC.C1(C)C=CC=CC=1.CCCCCC>[O:20]([C:27]1[CH:28]=[C:29]([CH:32]=[CH:33][C:34]=1[F:35])[CH:30]([O:31][C:15]([C:10]1([C:7]2[CH:8]=[CH:9][C:4]([O:3][C:2]([F:19])([F:18])[F:1])=[CH:5][CH:6]=2)[CH2:12][C:11]1([Cl:14])[Cl:13])=[O:16])[C:36]#[N:37])[C:21]1[CH:22]=[CH:23][CH:24]=[CH:25][CH:26]=1 |f:2.3,5.6|. Procedure details: 5.67 g (0.017 mole) of (±)-1-(4-trifluoromethoxyphenyl)-2,2-dichlorocyclopropane-1-carboxylic acid chloride and 3.67 g (0.017 mole) of 3-phenoxy-4-fluoro-benzaldehyde were together added dropwise to a mixture of 1.13 g of sodium cyanide, 1.7 ml of water, 100 ml of n-hexane and 0.6 g of tetrabutylammonium bromide at 20°-25° C., while stirring, and the mixture was then stirred at 20° to 25° C. for 4 hours. 300 ml of toluene were then added to the reaction mixture and the mixture was extracted twic... Procedure details: To a mixture of 10.27 g of 7-methoxy-3-benzofuranethylamine, 60 ml of methylene chloride, and 60 ml of 15% aqueous sodium hydroxide solution was added, with cooling, 8 ml of cyclopropanecarbonyl chloride. The mixture was stirred at room temperature overnight; an additional 2 ml of cyclopropanecarbonyl chloride added after two hours. The solvent was removed from the dried organic layer and the residue heated under reflux with 3.5 g of lithium aluminum hydride in tetrahydrofuran for 6 hours. Water... Conditions: time 8 hour. The yield is 90.0%. Solvent: C(Cl)Cl (methylene chloride). The reactants are COC1=CC=CC2=C1OC(=C2)CCN (7-methoxy-3-benzofuranethylamine), [OH-].[Na+] (sodium hydroxide), C1(CC1)C(=O)Cl (cyclopropanecarbonyl chloride), C1(CC1)C(=O)Cl (cyclopropanecarbonyl chloride). Reaction SMILES: [CH3:1][O:2][C:3]1[C:8]2[O:9][C:10]([CH2:12][CH2:13][NH2:14])=[CH:11][C:7]=2[CH:6]=[CH:5][CH:4]=1.[OH-].[Na+].[CH:17]1([C:20](Cl)=O)[CH2:19][CH2:18]1>C(Cl)Cl>[CH:17]1([CH2:20][NH:14][CH2:13][CH2:12][C:10]2[O:9][C:8]3[C:3]([O:2][CH3:1])=[CH:4][CH:5]=[CH:6][C:7]=3[CH:11]=2)[CH2:19][CH2:18]1 |f:1.2|. Yields the product C1(CC1)CNCCC1=CC2=C(O1)C(=CC=C2)OC (N-cyclopropylmethyl-7-methoxy-3-benzofuranethylamine). The reactants are Cc1cccc(C)c1NC(=O)CN1CCN(CC(O)COc2ccc3oc(-c4cccc(C(F)(F)F)c4)nc3c2)CC1, Cc1nc2cc(OCC3CO3)ccc2s1, Cc1cccc(C)c1NC(=O)CN1CCNCC1=O, Cc1cccc(C)c1NC(=O)CN1CCNCC1. Product: Cc1nc2cc(OCC(O)CN3CCN(CC(=O)Nc4c(C)cccc4C)C(=O)C3)ccc2s1. Reaction SMILES: [CH3:1][c:2]1[cH:3][cH:4][cH:5][c:6]([CH3:7])[c:8]1[NH:9][C:10](=[O:11])[CH2:12][N:13]1[CH2:14][CH2:15][N:16]([CH2:17][CH:18]([OH:19])[CH2:20][O:21][c:22]2[cH:23][cH:24][c:25]3[o:26][c:27](-[c:28]4[cH:29][cH:30][cH:31][c:32]([C:33]([F:34])([F:35])[F:36])[cH:37]4)[n:38][c:39]3[cH:40]2)[CH2:41][CH2:42]1.[CH3:43][c:44]1[s:45][c:46]2[c:47]([n:48]1)[cH:49][c:50]([O:53][CH2:54][CH:55]1[O:56][CH2:57]1)[cH:51][cH:52]2.[CH3:58][c:59]1[c:60]([NH:66][C:67]([CH2:68][N:69]2[C:70](=[O:75])[CH2:71][NH:72][CH2:73][CH2:74]2)=[O:76])[c:61]([CH3:65])[cH:62][cH:63][cH:64]1.[CH3:77][c:78]1[cH:79][cH:80][cH:81][c:82]([CH3:83])[c:84]1[NH:85][C:86](=[O:87])[CH2:88][N:89]1[CH2:90][CH2:91][NH:92][CH2:93][CH2:94]1>>[CH3:43][c:44]1[s:45][c:46]2[c:47]([n:48]1)[cH:49][c:50]([O:53][CH2:54][CH:55]([OH:56])[CH2:57][N:72]1[CH2:71][C:70](=[O:75])[N:69]([CH2:68][C:67]([NH:66][c:60]3[c:59]([CH3:58])[cH:64][cH:63][cH:62][c:61]3[CH3:65])=[O:76])[CH2:74][CH2:73]1)[cH:51][cH:52]2.